Dataset: the Open Reaction Database (ORD), a public repository of structured organic reaction records. Task: describe an organic reaction: reactants, conditions, products, and yield Reactants: CC(C)(C)OC(=O)Nc1ccc(-c2ccccc2F)cc1NC(=O)CC(=O)c1ccc(C#N)s1, ClCCl, O=C(O)C(F)(F)F. Product: N#Cc1ccc(C2=Nc3ccc(-c4ccccc4F)cc3NC(=O)C2)s1. RXN SMILES: [C:1]([O:2][C:3](=[O:4])[NH:7][c:8]1[c:9]([NH:21][C:22]([CH2:23][C:24](=[O:5])[c:26]2[s:27][c:28]([C:31]#[N:32])[cH:29][cH:30]2)=[O:33])[cH:10][c:11](-[c:14]2[c:15]([F:20])[cH:16][cH:17][cH:18][cH:19]2)[cH:12][cH:13]1)([CH3:6])([CH3:25])[CH3:34].[Cl:42][CH2:43][Cl:44].[F:35][C:36]([F:37])([F:38])[C:39]([OH:40])=[O:41]>>[N:7]1=[C:24]([c:26]2[s:27][c:28]([C:31]#[N:32])[cH:29][cH:30]2)[CH2:23][C:22](=[O:33])[NH:21][c:9]2[c:8]1[cH:13][cH:12][c:11](-[c:14]1[c:15]([F:20])[cH:16][cH:17][cH:18][cH:19]1)[cH:10]2. Starting materials: COc1cccc(C(=O)Cl)c1, Cc1noc(C)c1Cn1nnc(N)n1, CC#N, ClCCl, c1ccncc1. The product is COc1cccc(C(=O)Nc2nnn(Cc3c(C)noc3C)n2)c1. Reaction SMILES: [CH3:15][O:16][c:17]1[cH:18][c:19]([C:20](=[O:21])[Cl:22])[cH:23][cH:24][cH:25]1.[CH3:1][c:2]1[n:3][o:4][c:5]([CH3:14])[c:6]1[CH2:7][n:8]1[n:9][c:10]([NH2:13])[n:11][n:12]1.[CH3:32][C:33]#[N:34].[Cl:35][CH2:36][Cl:37].[cH:26]1[cH:27][cH:28][n:29][cH:30][cH:31]1>>[CH3:1][c:2]1[n:3][o:4][c:5]([CH3:14])[c:6]1[CH2:7][n:8]1[n:9][c:10]([NH:13][C:20]([c:19]2[cH:18][c:17]([O:16][CH3:15])[cH:25][cH:24][cH:23]2)=[O:21])[n:11][n:12]1. The reactants are [OH-].[Li+].O (Lithium hydroxide H2O), C(C)(=O)O (acetic acid), C(C)(=O)OCC(=O)NC1=C(OC2=NC(=C(C=C21)C2=CC=C(C=C2)Cl)C2=C(C=CC=C2)Cl)C(C(C)(C)O)=O (2-{[6-(2-Chlorophenyl)-5-(4-chlorophenyl)-2-(2-hydroxy-2-methylpropanoyl)furo[2,3-b]pyridin-3yl]amino}-2-oxoethyl acetate), CO (methanol). The solvent is C1CCOC1 (THF). Product: ClC1=C(C=CC=C1)C1=C(C=C2C(=N1)OC(=C2NC(CO)=O)C(C(C)(C)O)=O)C2=CC=C(C=C2)Cl (N-[6-(2-Chlorophenyl)-5-(4-chlorophenyl)-2-(2-hydroxy-2-methylpropanoyl)furo[2,3-b]pyridin-3-yl]-2-hydroxyacetamide). RXN SMILES: [OH-].[Li+].O.C([O:7][CH2:8][C:9]([NH:11][C:12]1[C:20]2[C:15](=[N:16][C:17]([C:28]3[CH:33]=[CH:32][CH:31]=[CH:30][C:29]=3[Cl:34])=[C:18]([C:21]3[CH:26]=[CH:25][C:24]([Cl:27])=[CH:23][CH:22]=3)[CH:19]=2)[O:14][C:13]=1[C:35](=[O:40])[C:36]([OH:39])([CH3:38])[CH3:37])=[O:10])(=O)C.CO.C(O)(=O)C>C1COCC1>[Cl:34][C:29]1[CH:30]=[CH:31][CH:32]=[CH:33][C:28]=1[C:17]1[N:16]=[C:15]2[O:14][C:13]([C:35](=[O:40])[C:36]([OH:39])([CH3:38])[CH3:37])=[C:12]([NH:11][C:9](=[O:10])[CH2:8][OH:7])[C:20]2=[CH:19][C:18]=1[C:21]1[CH:22]=[CH:23][C:24]([Cl:27])=[CH:25][CH:26]=1 |f:0.1.2|. Procedure details: Lithium hydroxide-H2O (0.293 g), the product of Step A (3.78 g), and methanol (8.4 mL) were combined in 245 mL of THF and stirred at room temperature. After 5 min 0.50 mL of acetic acid was added and the solution concentrated. The residue was diluted with ethyl acetate and this solution washed two times with aqueous sodium bicarbonate. The solution was concentrated and purified via flash chromatography on silica gel with a gradient elution of 0 to 55% ethyl acetate in methylene chloride. The pro...